Dataset: the Open Reaction Database (ORD), a public repository of structured organic reaction records. Task: describe an organic reaction: reactants, conditions, products, and yield The reactants are [Si](C)(C)(C(C)(C)C)O[C@H](C=O)C ((S)-2-(tert-butyldimethylsilyloxy)propanal), C1(=CC=CC=C1)CCBr (2-phenylethyl bromide). Yields the product [Si](C)(C)(C(C)(C)C)O[C@@H](C)[C@H](CCC1=CC=CC=C1)O ((2S,3S)-2-(tert-butyldimethylsilyloxy)-5-phenyl-pentan-3-ol). RXN SMILES: [Si:1]([O:8][C@@H:9]([CH3:12])[CH:10]=[O:11])([C:4]([CH3:7])([CH3:6])[CH3:5])([CH3:3])[CH3:2].[C:13]1([CH2:19][CH2:20]Br)[CH:18]=[CH:17][CH:16]=[CH:15][CH:14]=1>>[Si:1]([O:8][C@H:9]([C@@H:10]([OH:11])[CH2:20][CH2:19][C:13]1[CH:18]=[CH:17][CH:16]=[CH:15][CH:14]=1)[CH3:12])([C:4]([CH3:7])([CH3:6])[CH3:5])([CH3:3])[CH3:2]. Reported procedure: (2S,3S)-2-(tert-butyldimethylsilyloxy)-5-phenyl-pentan-3-ol was prepared from (S)-2-(tert-butyldimethylsilyloxy)propanal (Synthesis 1996, 652, 3.00 g) and 2-phenylethyl bromide. Starting materials: O=S(=O)(Cl)c1ccc(Cl)c(Cl)c1, Nc1ccc2[nH]nc(Cl)c2c1, O, c1ccncc1. Product: O=S(=O)(Nc1ccc2[nH]nc(Cl)c2c1)c1ccc(Cl)c(Cl)c1. RXN SMILES: [Cl:1][c:2]1[cH:3][c:4]([S:9](=[O:10])(=[O:11])[Cl:12])[cH:5][cH:6][c:7]1[Cl:8].[NH2:13][c:14]1[cH:15][c:16]2[c:17]([Cl:23])[n:18][nH:19][c:20]2[cH:21][cH:22]1.[OH2:30].[cH:24]1[cH:25][cH:26][n:27][cH:28][cH:29]1>>[Cl:1][c:2]1[cH:3][c:4]([S:9](=[O:10])(=[O:11])[NH:13][c:14]2[cH:15][c:16]3[c:17]([Cl:23])[n:18][nH:19][c:20]3[cH:21][cH:22]2)[cH:5][cH:6][c:7]1[Cl:8]. Starting materials: C(C1=CC=CC=C1)(=O)OCC=1C=NC(=CC1)C ((6-methylpyridin-3-yl)methyl benzoate), ClC1=CC(=CC=C1)C(=O)OO (m-chloroperbenzoic acid), C([O-])([O-])=O.[K+].[K+] (potassium carbonate). The solvent is C(Cl)(Cl)Cl (chloroform). Reaction conditions: time 1 hour. Product: C(C1=CC=CC=C1)(=O)OCC=1C=[N+](C(=CC1)C)[O-] ((6-methyl-1-oxidopyridin-3-yl)methyl benzoate). Yield: 100.0%. RXN SMILES: [C:1]([O:9][CH2:10][C:11]1[CH:12]=[N:13][C:14]([CH3:17])=[CH:15][CH:16]=1)(=[O:8])[C:2]1[CH:7]=[CH:6][CH:5]=[CH:4][CH:3]=1.ClC1C=CC=C(C(OO)=[O:26])C=1.C(=O)([O-])[O-].[K+].[K+]>C(Cl)(Cl)Cl>[C:1]([O:9][CH2:10][C:11]1[CH:12]=[N+:13]([O-:26])[C:14]([CH3:17])=[CH:15][CH:16]=1)(=[O:8])[C:2]1[CH:3]=[CH:4][CH:5]=[CH:6][CH:7]=1 |f:2.3.4|. Procedure details: To a solution of 1767 mg of (6-methylpyridin-3-yl)methyl benzoate in 26.5 ml of chloroform was added 2440 mg of m-chloroperbenzoic acid under ice-cooling, followed by stirring for 1 hour. An aqueous potassium carbonate solution was added thereto to carry out a liquid separation operation, and the organic layer was washed with a saturated aqueous sodium chloride solution and then dried over anhydrous magnesium sulfate. The residue was concentrated under reduced pressure to obtain 1891 mg of (6-me... Starting materials: O=P12OP3(=O)OP(=O)(O1)OP(=O)(O2)O3 (P2O5), Cl[Sn](Cl)(Cl)Cl (SnCl4), Cl[Sn](Cl)(Cl)Cl (SnCl4), O=P12OP3(=O)OP(=O)(O1)OP(=O)(O2)O3 (P2O5). Solvent: O (water), Cl (HCl), O (water), Cl (HCl), Cl (HCl). The product is [Sn](Cl)(Cl)(Cl)Cl.O.O.O.O.O (SnCl4.5H2O), SnO2. RXN SMILES: [O:1]=P12OP3(OP(OP(O3)(O1)=O)(=O)O2)=O.[Cl:15][Sn:16]([Cl:19])([Cl:18])[Cl:17]>O.Cl>[Sn:16]([Cl:19])([Cl:18])([Cl:17])[Cl:15].[OH2:1].[OH2:1].[OH2:1].[OH2:1].[OH2:1] |f:4.5.6.7.8.9|. Procedure details: Approximately 2000 ml of distilled water was heated to about 80 degrees C. A solution of SnCl4.5H2O in 500 ml of distilled water, 0.445 g SnO2 /ml was prepared. Approximately 52.5 g of P2O5 was dissolved in 440 ml of concentrated HCl, then an additional 217 ml of HCl was added. About 500 ml of concentrated HCl was added to the SnCl4 solution. The SnCl4 and P2O5 solutions were mixed together in a beaker. The reactants are NC=1C=C2C=NN(C2=CC1)C1=CC=C(C=C1)C#N (5-amino-1-(4-cyanophenyl)indazole), OC1CCN(CC1)C1=CC=C(C(=O)[O-])C=C1 (4-(4-hydroxypiperidino)benzoate). Product: C(#N)C1=CC=C(C=C1)N1N=CC2=CC(=CC=C12)NC(C1=CC=C(C=C1)N1CCC(CC1)O)=O (N-(1-(4-Cyanophenyl)-1H-indazol-5-yl)-4-(4-hydroxypiperidino)benzamide). RXN SMILES: [NH2:1][C:2]1[CH:3]=[C:4]2[C:8](=[CH:9][CH:10]=1)[N:7]([C:11]1[CH:16]=[CH:15][C:14]([C:17]#[N:18])=[CH:13][CH:12]=1)[N:6]=[CH:5]2.[OH:19][CH:20]1[CH2:25][CH2:24][N:23]([C:26]2[CH:34]=[CH:33][C:29]([C:30]([O-])=[O:31])=[CH:28][CH:27]=2)[CH2:22][CH2:21]1>>[C:17]([C:14]1[CH:15]=[CH:16][C:11]([N:7]2[C:8]3[C:4](=[CH:3][C:2]([NH:1][C:30](=[O:31])[C:29]4[CH:28]=[CH:27][C:26]([N:23]5[CH2:24][CH2:25][CH:20]([OH:19])[CH2:21][CH2:22]5)=[CH:34][CH:33]=4)=[CH:10][CH:9]=3)[CH:5]=[N:6]2)=[CH:12][CH:13]=1)#[N:18]. Procedure: Compound 404 was prepared according to the procedure described in Scheme IV from 5-amino-1-(4-cyanophenyl)indazole and 4-(4-hydroxypiperidino)benzoate. [M+H]+ calcd for C26H23N5O2: 438.19; found: 437.99.